Dataset: the Open Reaction Database (ORD), a public repository of structured organic reaction records. Task: describe an organic reaction: reactants, conditions, products, and yield The reactants are [Cl-], CCCCCC1COC(c2ccc(C(=O)O)cc2F)OC1, N, O=S(Cl)Cl. Yields the product CCCCCC1COC(c2ccc(C#N)cc2F)OC1. Reaction SMILES: [Cl-:26].[F:1][c:2]1[cH:3][c:4]([C:5]([OH:6])=[O:7])[cH:8][cH:9][c:10]1[CH:11]1[O:12][CH2:13][CH:14]([CH2:17][CH2:18][CH2:19][CH2:20][CH3:21])[CH2:15][O:16]1.[NH3:27].[S:22]([Cl:23])([Cl:24])=[O:25]>>[F:1][c:2]1[cH:3][c:4]([C:5]#[N:27])[cH:8][cH:9][c:10]1[CH:11]1[O:12][CH2:13][CH:14]([CH2:17][CH2:18][CH2:19][CH2:20][CH3:21])[CH2:15][O:16]1. Reactants: C(C)(=O)C1=C(N=C(S1)N1C(N(CC1)CC1CC1)=O)C (1-(5-acetyl-4-methylthiazol-2-yl)-3-(cyclopropylmethyl)-imidazolidin-2-one), COC(C)(N(C)C)OC (N,N-dimethylacetamide dimethyl acetal), O.NN (hydrazine monohydrate). The solvent is CN(C(C)=O)C (N,N-dimethylacetamide). Conditions: temperature 110 celsius. Product: C1(CC1)CN1C(N(CC1)C=1SC(=C(N1)C)C1=NNC(=C1)C)=O (1-(cyclopropylmethyl)-3-(4-methyl-5-(5-methyl-1H-pyrazol-3-yl)thiazol-2-yl)imidazolidin-2-one). The yield is 71.0%. As a reaction SMILES: [C:1]([C:4]1[S:8][C:7]([N:9]2[CH2:13][CH2:12][N:11]([CH2:14][CH:15]3[CH2:17][CH2:16]3)[C:10]2=[O:18])=[N:6][C:5]=1[CH3:19])(=O)[CH3:2].CO[C:22](OC)([N:24](C)C)[CH3:23].O.[NH2:30]N>CN(C)C(=O)C>[CH:15]1([CH2:14][N:11]2[CH2:12][CH2:13][N:9]([C:7]3[S:8][C:4]([C:1]4[CH:2]=[C:22]([CH3:23])[NH:24][N:30]=4)=[C:5]([CH3:19])[N:6]=3)[C:10]2=[O:18])[CH2:17][CH2:16]1 |f:2.3|. Procedure details: To a solution of 1-(5-acetyl-4-methylthiazol-2-yl)-3-(cyclopropylmethyl)-imidazolidin-2-one (0.28 g, 1.00 mmol) in N,N-dimethylacetamide (10 mL) was added N,N-dimethylacetamide dimethyl acetal (1.4 mL, 8.60 mmol). The reaction mixture was heated for 20 hours at 110° C., followed by the addition of hydrazine monohydrate (2.0 mL, 41.12 mmol). The reaction mixture was heated for another 10 minutes at 110° C. and concentrated in vacuo. The residue was washed with water and triturated with ethyl acet... The reactants are CO (methanol), N1=CC=CC=C1 (pyridine), ClC1=C(C(=O)Cl)C(=CC(=N1)Cl)C(F)(F)F (2,6-dichloro-4-(trifluoromethyl)nicotinoyl chloride). Run in ClCCl (dichloromethane). Reaction conditions: time 1 hour. Yields the product ClC1=C(C(=O)OC)C(=CC(=N1)Cl)C(F)(F)F (Methyl 2,6-dichloro-4-(trifluoromethyl)nicotinate). RXN SMILES: [CH3:1][OH:2].N1C=CC=CC=1.[Cl:9][C:10]1[N:18]=[C:17]([Cl:19])[CH:16]=[C:15]([C:20]([F:23])([F:22])[F:21])[C:11]=1[C:12](Cl)=[O:13]>ClCCl>[Cl:9][C:10]1[N:18]=[C:17]([Cl:19])[CH:16]=[C:15]([C:20]([F:23])([F:22])[F:21])[C:11]=1[C:12]([O:2][CH3:1])=[O:13]. Reported procedure: 100 ml of methanol and 4.37 ml (53.9 mmol) of pyridine were cooled in an ice-bath. A solution of 10.0 g (35.9 mmol) of 2,6-dichloro-4-(trifluoromethyl)nicotinoyl chloride [Y. Tsuzuki et al., J. Med. Chem. 47, 2097-2109 (2004)] in 40 ml of dichloromethane was then added dropwise. The mixture was stirred with ice-cooling for one hour and then at room temperature for one hour. The reaction mixture was concentrated on a rotary evaporator. The residue was taken up in ethyl acetate and washed with sat... The reactants are CC(C)(C)OC(=O)N1CCc2nn(C3CCCC3)cc2C1, Cl, C1COCCO1. Yields the product c1c2c(nn1C1CCCC1)CCNC2, Cl. RXN SMILES: [CH:1]1([n:6]2[n:7][c:8]3[c:9]([cH:21]2)[CH2:10][N:11]([C:14]([O:15][C:16]([CH3:17])([CH3:18])[CH3:19])=[O:20])[CH2:12][CH2:13]3)[CH2:2][CH2:3][CH2:4][CH2:5]1.[ClH:22].[O:23]1[CH2:24][CH2:25][O:26][CH2:27][CH2:28]1>>[CH:1]1([n:6]2[n:7][c:8]3[c:9]([cH:21]2)[CH2:10][NH:11][CH2:12][CH2:13]3)[CH2:2][CH2:3][CH2:4][CH2:5]1.[ClH:22]. Reactants: C=C(C)c1ccccc1, CC(C)c1cccc(O)c1. The product is CC(C)c1ccccc1. Reaction SMILES: [CH3:11][C:12]([c:13]1[cH:14][cH:15][cH:16][cH:17][cH:18]1)=[CH2:19].[CH:1]([CH3:2])([CH3:3])[c:4]1[cH:5][c:6]([OH:10])[cH:7][cH:8][cH:9]1>>[CH:1]([CH3:2])([CH3:3])[c:4]1[cH:5][cH:6][cH:7][cH:8][cH:9]1. Reactants: C(=O)(C(F)(F)F)O (TFA), COC1=C(C=CC(=N1)C=1C=C(C2=C(N=CS2)C1)O[C@H](C)[C@@H]1CC(NC1)=O)N1CCNCC1 ((R)-4-((R)-1-((5-(6-methoxy-5-(piperazin-1-yl)pyridin-2-yl)benzo[d]thiazol-7-yl)oxy)ethyl)pyrrolidin-2-one). The product is C(C)(=O)N1CCN(CC1)C=1C=CC(=NC1OC)C=1C=C(C2=C(N=CS2)C1)O[C@H](C)[C@@H]1CC(NC1)=O ((R)-4-((R)-1-((5-(5-(4-acetylpiperazin-1-yl)-6-methoxypyridin-2-yl)benzo[d]thiazol-7-yl)oxy)ethyl)pyrrolidin-2-one). As a reaction SMILES: [C:1](O)([C:3](F)(F)F)=[O:2].[CH3:8][O:9][C:10]1[N:15]=[C:14]([C:16]2[CH:17]=[C:18]([O:25][C@@H:26]([C@H:28]3[CH2:32][NH:31][C:30](=[O:33])[CH2:29]3)[CH3:27])[C:19]3[S:23][CH:22]=[N:21][C:20]=3[CH:24]=2)[CH:13]=[CH:12][C:11]=1[N:34]1[CH2:39][CH2:38][NH:37][CH2:36][CH2:35]1>>[C:1]([N:37]1[CH2:36][CH2:35][N:34]([C:11]2[CH:12]=[CH:13][C:14]([C:16]3[CH:17]=[C:18]([O:25][C@@H:26]([C@H:28]4[CH2:32][NH:31][C:30](=[O:33])[CH2:29]4)[CH3:27])[C:19]4[S:23][CH:22]=[N:21][C:20]=4[CH:24]=3)=[N:15][C:10]=2[O:9][CH3:8])[CH2:39][CH2:38]1)(=[O:2])[CH3:3]. Procedure: (R)-4-((R)-1-((5-(5-(4-acetylpiperazin-1-yl)-6-methoxypyridin-2-yl)benzo[d]thiazol-7-yl)oxy)ethyl)pyrrolidin-2-one 4.39 was prepared using a procedure analogous to that described for Example 4.31 starting with the TFA salt of (R)-4-((R)-1-((5-(6-methoxy-5-(piperazin-1-yl)pyridin-2-yl)benzo[d]thiazol-7-yl)oxy)ethyl)pyrrolidin-2-one 4.38. Yields the product ClC1=CC=C(C(CCNC2=C(N(C3=CC(=CC(=C23)Cl)Cl)C(=O)OC(C)(C)C)C(=O)OCC)=O)C=C1 (3-[(p-chlorophenacyl)methylamino]-2-carbethoxy-4,6-dichloro-1-(tert-butyloxycarbonyl)-indole). Reported procedure: Suspend sodium hydride (160 mg of a 60% dispersion, 4 mmol) in anhydrous tetrahydrofuran/dimethylformamide (3 mL/2:1) and cool to 0° C. under a nitrogen atmosphere. Add 3-[(p-chlorophenacyl)amino]-2-carbethoxy-4,6-dichloro-1-(tert-butyloxycarbonyl)-indole (2 g, 3.9 mmol) in tetrahydrofuran/dimethylformamide (10 mL/2:1) dropwise to the suspension. Stir at 0° C. for 30 minutes. Add methyl iodide (0.137 mL, 2.2 mmol) and stir for 30 minutes at 0° C. Warm the reaction to room temperature and after 4... The reactants are [H-].[Na+] (sodium hydride), O1CCCC1.CN(C=O)C (tetrahydrofuran dimethylformamide), O1CCCC1.CN(C=O)C (tetrahydrofuran dimethylformamide), ClC1=CC=C(C(CNC2=C(N(C3=CC(=CC(=C23)Cl)Cl)C(=O)OC(C)(C)C)C(=O)OCC)=O)C=C1 (3-[(p-chlorophenacyl)amino]-2-carbethoxy-4,6-dichloro-1-(tert-butyloxycarbonyl)-indole), CI (methyl iodide). As a reaction SMILES: [H-].[Na+].ClC1C=CC([C:8](=O)[CH2:9][NH:10][C:11]2[C:19]3[C:14](=[CH:15][C:16]([Cl:21])=[CH:17][C:18]=3[Cl:20])[N:13]([C:22]([O:24][C:25]([CH3:28])([CH3:27])[CH3:26])=[O:23])[C:12]=2[C:29]([O:31][CH2:32][CH3:33])=[O:30])=CC=1.CI.[O:39]1[CH2:43][CH2:42][CH2:41][CH2:40]1.CN(C)C=O>>[Cl:20][C:18]1[CH:17]=[CH:16][C:42]([C:43](=[O:39])[CH2:8][CH2:9][NH:10][C:11]2[C:19]3[C:14](=[CH:15][C:16]([Cl:21])=[CH:17][C:18]=3[Cl:20])[N:13]([C:22]([O:24][C:25]([CH3:28])([CH3:26])[CH3:27])=[O:23])[C:12]=2[C:29]([O:31][CH2:32][CH3:33])=[O:30])=[CH:41][CH:40]=1 |f:0.1,4.5|. Conditions: temperature 0 celsius, time 30 minute. Reactants: BrC=1C=CC2=C(NC[C@H](C=3N2C(=NN3)C)C)C1 ((R)-8-bromo-1,4-dimethyl-5,6-dihydro-4H-benzo[b][1,2,4]triazolo[4,3-d][1,4]diazepine), IC=1C=NN(C1)C (4-iodo-1-methyl-1H-pyrazole), N1=CC=CC2=CC=C3C=CC=NC3=C12 (1,10-phenanthroline), P(=O)([O-])([O-])[O-].[K+].[K+].[K+] (potassium phosphate). The reagents and catalysts are [Cu]I (copper (I) iodide). Solvent: CS(=O)C (dimethyl sulfoxide), C(C)(=O)OCC (ethyl acetate). Run at temperature 150 celsius. Yields the product BrC=1C=CC2=C(N(C[C@H](C=3N2C(=NN3)C)C)C=3C=NN(C3)C)C1 ((R)-8-bromo-1,4-dimethyl-6-(1-methyl-1H-pyrazol-4-yl)-5,6-dihydro-4H-benzo[b][1,2,4]triazolo[4,3-d][1,4]diazepine). Reaction SMILES: [Br:1][C:2]1[CH:3]=[CH:4][C:5]2[N:11]3[C:12]([CH3:15])=[N:13][N:14]=[C:10]3[C@H:9]([CH3:16])[CH2:8][NH:7][C:6]=2[CH:17]=1.I[C:19]1[CH:20]=[N:21][N:22]([CH3:24])[CH:23]=1.N1C2C(=CC=C3C=2N=CC=C3)C=CC=1.P([O-])([O-])([O-])=O.[K+].[K+].[K+]>CS(C)=O.C(OCC)(=O)C.[Cu]I>[Br:1][C:2]1[CH:3]=[CH:4][C:5]2[N:11]3[C:12]([CH3:15])=[N:13][N:14]=[C:10]3[C@H:9]([CH3:16])[CH2:8][N:7]([C:19]3[CH:20]=[N:21][N:22]([CH3:24])[CH:23]=3)[C:6]=2[CH:17]=1 |f:3.4.5.6|. Procedure: A mixture of (R)-8-bromo-1,4-dimethyl-5,6-dihydro-4H-benzo[b][1,2,4]triazolo[4,3-d][1,4]diazepine (292 mg, 1 mmol), 4-iodo-1-methyl-1H-pyrazole (312 mg, 1.5 mmol), copper (I) iodide (58 mg, 0.3 mmol), 1,10-phenanthroline (54 mg, 0.3 mmol) and potassium phosphate (424 mg, 2 mmol) in dimethyl sulfoxide (10 mL) was heated at 150° C. for 14 hours under nitrogen. The reaction mixture was diluted with ethyl acetate (20 mL) and washed with brine (20 mL×3). The organic phase was dried over anhydrous sod...